describe an organic reaction: reactants, conditions, products, and yield From a dataset of the Open Reaction Database (ORD), a public repository of structured organic reaction records. Starting materials: O1C(=CC=C1)C(=O)Cl (2-Furoyl chloride), C1(=CC=CC=C1)CCCN1[C@H](CN[C@@H](C1)C)C (trans-1-(3-phenylpropyl)-2,5-dimethylpiperazine). Solvent: C1=CC=CC=C1 (benzene). The product is Cl.C1(=CC=CC=C1)CCCN1[C@H](CN([C@@H](C1)C)C(=O)C=1OC=CC1)C (trans-1-(3-Phenylpropyl)-2,5-dimethyl-4-(2-furoyl)-piperazine hydrochloride). As a reaction SMILES: [O:1]1[CH:5]=[CH:4][CH:3]=[C:2]1[C:6]([Cl:8])=[O:7].[C:9]1([CH2:15][CH2:16][CH2:17][N:18]2[CH2:23][C@@H:22]([CH3:24])[NH:21][CH2:20][C@@H:19]2[CH3:25])[CH:14]=[CH:13][CH:12]=[CH:11][CH:10]=1>C1C=CC=CC=1>[ClH:8].[C:9]1([CH2:15][CH2:16][CH2:17][N:18]2[CH2:23][C@@H:22]([CH3:24])[N:21]([C:6]([C:2]3[O:1][CH:5]=[CH:4][CH:3]=3)=[O:7])[CH2:20][C@@H:19]2[CH3:25])[CH:14]=[CH:13][CH:12]=[CH:11][CH:10]=1 |f:3.4|. Procedure: 2-Furoyl chloride (13 g) was added dropwise to a solution of trans-1-(3-phenylpropyl)-2,5-dimethylpiperazine [b.p. 138 - 140 (4 mmHg), dipicrate, m.p. 258° - 261°C] (21 g) and benzene (200 ml). Starting materials: [N+](=O)([O-])C1=C(C=C2C=CC=NC2=C1)C=O (7-Nitroquinoline-6-carbaldehyde), COC(=O)C=P(C1=CC=CC=C1)(C1=CC=CC=C1)C1=CC=CC=C1 ((methoxycarbonylmethylen)triphenylphosphoran). Solvent: C1(=CC=CC=C1)C (toluene). Product: COC(\C=C\C=1C=C2C=CC=NC2=CC1[N+](=O)[O-])=O ((E)-3-(7-Nitroquinolin-6-yl)-acrylic acid methyl ester). Reaction SMILES: [N+:1]([C:4]1[CH:13]=[C:12]2[C:7]([CH:8]=[CH:9][CH:10]=[N:11]2)=[CH:6][C:5]=1[CH:14]=O)([O-:3])=[O:2].[CH3:16][O:17][C:18]([CH:20]=P(C1C=CC=CC=1)(C1C=CC=CC=1)C1C=CC=CC=1)=[O:19]>C1(C)C=CC=CC=1>[CH3:16][O:17][C:18](=[O:19])/[CH:20]=[CH:14]/[C:5]1[CH:6]=[C:7]2[C:12](=[CH:13][C:4]=1[N+:1]([O-:3])=[O:2])[N:11]=[CH:10][CH:9]=[CH:8]2. Reported procedure: 7-Nitroquinoline-6-carbaldehyde (370 mg; 1.83 mmol) in toluene (10 ml) was treated with (methoxycarbonylmethylen)triphenylphosphoran (672 mg; 2.0 mmol) for 1 h at reflux temperature. The pure title compound crystallised after cooling the reaction mixture and adding TBME (470 mg; 78%). Reactants: CCO, CCOC(=O)C(C)(C)C(O)(Cn1cncn1)c1ccc(Cl)cc1Cl, N. Yields the product CC(C)(C(N)=O)C(O)(Cn1cncn1)c1ccc(Cl)cc1Cl. As a reaction SMILES: [CH3:26][CH2:27][OH:28].[Cl:1][c:2]1[c:3]([C:9]([CH2:10][n:11]2[n:12][cH:13][n:14][cH:15]2)([C:16]([CH3:17])([CH3:18])[C:19](=[O:20])[O:21][CH2:22][CH3:23])[OH:24])[cH:4][cH:5][c:6]([Cl:8])[cH:7]1.[NH3:25]>>[Cl:1][c:2]1[c:3]([C:9]([CH2:10][n:11]2[n:12][cH:13][n:14][cH:15]2)([C:16]([CH3:17])([CH3:18])[C:19](=[O:20])[NH2:25])[OH:24])[cH:4][cH:5][c:6]([Cl:8])[cH:7]1. Reactants: FC=1C=C(C=CC1)N1C2=C(N(C(CC1=O)=O)CC(=O)N(C1=CC=C(C=C1)OC)C(C)C)C=CC=C2 (2-[5-(3-Fluorophenyl)-2,4-dioxo-2,3,4,5-tetrahydro-benzo[b][1,4]diazepin-1-yl]-N-isopropyl-N-(4-methoxy-phenyl)-acetamide), BrCC1=NN(C2=CC=CC=C12)C(=O)OC(C)(C)C (3-bromomethyl-1-tert-butoxycarbonyl-1H-indazole). Run in CN(C)C=O (DMF). Reaction conditions: time 20 minute. Yields the product FC=1C=C(C=CC1)N1C2=C(N(C(C(C1=O)CC1=NN(C3=CC=CC=C13)C(=O)OC(C)(C)C)=O)CC(=O)N(C1=CC=C(C=C1)OC)C(C)C)C=CC=C2 (2-[5-(3-Fluoro-phenyl)-3-(1-tert-butoxycarbonyl-1H-indazol-3-ylmethyl)-2,4-dioxo-2,3,4,5-tetrahydrobenzo[b][1,4]diazepin-1-yl]-N-isopropyl-N-(4-methoxy-phenyl) acetamide). Isolated yield 63.9%. As a reaction SMILES: [F:1][C:2]1[CH:3]=[C:4]([N:8]2[C:14](=[O:15])[CH2:13][C:12](=[O:16])[N:11]([CH2:17][C:18]([N:20]([CH:29]([CH3:31])[CH3:30])[C:21]3[CH:26]=[CH:25][C:24]([O:27][CH3:28])=[CH:23][CH:22]=3)=[O:19])[C:10]3[CH:32]=[CH:33][CH:34]=[CH:35][C:9]2=3)[CH:5]=[CH:6][CH:7]=1.Br[CH2:37][C:38]1[C:46]2[C:41](=[CH:42][CH:43]=[CH:44][CH:45]=2)[N:40]([C:47]([O:49][C:50]([CH3:53])([CH3:52])[CH3:51])=[O:48])[N:39]=1>CN(C=O)C>[F:1][C:2]1[CH:3]=[C:4]([N:8]2[C:14](=[O:15])[CH:13]([CH2:37][C:38]3[C:46]4[C:41](=[CH:42][CH:43]=[CH:44][CH:45]=4)[N:40]([C:47]([O:49][C:50]([CH3:53])([CH3:52])[CH3:51])=[O:48])[N:39]=3)[C:12](=[O:16])[N:11]([CH2:17][C:18]([N:20]([CH:29]([CH3:31])[CH3:30])[C:21]3[CH:22]=[CH:23][C:24]([O:27][CH3:28])=[CH:25][CH:26]=3)=[O:19])[C:10]3[CH:32]=[CH:33][CH:34]=[CH:35][C:9]2=3)[CH:5]=[CH:6][CH:7]=1. Procedure details: To a stirring solution of 260 mg (0.55 mmol) 2-[5-(3-Fluorophenyl)-2,4-dioxo-2,3,4,5-tetrahydro-benzo[b][1,4]diazepin-1-yl]-N-isopropyl-N-(4-methoxy-phenyl)-acetamide, prepared as in Part A, in 4 mL DMF at 0° C. is added 1.3 mL (0.66 mmol, 1.2 equiv) KN(TMS)2 via syringe under N2. The reaction is allowed to warm to RT, and is stirred at RT for 20 min. The reaction is cooled to 0° C., and 200 mg (0.66 mmol, 1.2 equiv) 3-bromomethyl-1-tert-butoxycarbonyl-1H-indazole is added in one portion. The re... Reactants: C(C)O[C@H](C(=O)OCC)CC1=CC=C(C=C1)OC\C=C(/C)\C1=CC=C(C=C1)C1=C(C=CC=C1)C ((E)-(S)-ethyl 2-ethoxy-3-{4-[3-(2′-methyl-biphenyl-4-yl)-but-2-enyloxy]-phenyl}-propionate), [OH-].[Na+] (sodium hydroxide). The product is C(C)O[C@H](C(=O)O)CC1=CC=C(C=C1)OC\C=C(/C)\C1=CC=C(C=C1)C1=C(C=CC=C1)C ((E)-(S)-2-ethoxy-3-{4-[3-(2′-methyl-biphenyl-4-yl)-but-2-enyloxy]-phenyl}-propionic acid). As a reaction SMILES: [CH2:1]([O:3][C@@H:4]([CH2:10][C:11]1[CH:16]=[CH:15][C:14]([O:17][CH2:18]/[CH:19]=[C:20](/[C:22]2[CH:27]=[CH:26][C:25]([C:28]3[CH:33]=[CH:32][CH:31]=[CH:30][C:29]=3[CH3:34])=[CH:24][CH:23]=2)\[CH3:21])=[CH:13][CH:12]=1)[C:5]([O:7]CC)=[O:6])[CH3:2].[OH-].[Na+]>>[CH2:1]([O:3][C@@H:4]([CH2:10][C:11]1[CH:16]=[CH:15][C:14]([O:17][CH2:18]/[CH:19]=[C:20](/[C:22]2[CH:23]=[CH:24][C:25]([C:28]3[CH:33]=[CH:32][CH:31]=[CH:30][C:29]=3[CH3:34])=[CH:26][CH:27]=2)\[CH3:21])=[CH:13][CH:12]=1)[C:5]([OH:7])=[O:6])[CH3:2] |f:1.2|. Reported procedure: The title compound was prepared by hydrolysis of (E)-(S)-ethyl 2-ethoxy-3-{4-[3-(2′-methyl-biphenyl-4-yl)-but-2-enyloxy]-phenyl}-propionate (example 92) (918 mg, 2.0 mmol) with sodium hydroxide by a procedure analogous to that described in example 51, yielding (E)-(S)-2-ethoxy-3-{4-[3-(2′-methyl-biphenyl-4-yl)-but-2-enyloxy]-phenyl}-propionic acid as a colourless gum, which contained 0.25 mol equivalents of ethyl acetate; 586 mg (64%). The reactants are Cl.CN(C)CC=1C(NC(NC1)=O)=O (5-[(dimethylamino)methyl]uracil hydrochloride), NC=1C(=CC=C2C=CC=NC12)C (8-amino-7-methylquinoline). Solvent: C(CO)O (ethylene glycol). Yields the product NC=1C(=CC(=C2C=CC=NC12)CC=1C(NC(NC1)=O)=O)C (5-(8-Amino-7-methyl-5-quinolylmethyl)-2,4(1H,3H)-pyrimidinedione). Yield: 77.7%. As a reaction SMILES: Cl.CN([CH2:5][C:6]1[C:7](=[O:13])[NH:8][C:9](=[O:12])[NH:10][CH:11]=1)C.[NH2:14][C:15]1[C:16]([CH3:25])=[CH:17][CH:18]=[C:19]2[C:24]=1[N:23]=[CH:22][CH:21]=[CH:20]2>C(O)CO>[NH2:14][C:15]1[C:16]([CH3:25])=[CH:17][C:18]([CH2:5][C:6]2[C:7](=[O:13])[NH:8][C:9](=[O:12])[NH:10][CH:11]=2)=[C:19]2[C:24]=1[N:23]=[CH:22][CH:21]=[CH:20]2 |f:0.1|. Reported procedure: A mixture of 8.36 g (0.0406 mole) of 5-[(dimethylamino)methyl]uracil hydrochloride (B. Roth, J. Z. Strelitz, and B. S. Rauckman, J. Med. Chem. 23, 379 (1980) and 6.43 g (0.0406 mole) of 8-amino-7-methylquinoline (R. Long and K. Schofield, J. Chem. Soc. 1953, 2350) in 60 ml of ethylene glycol under nitrogen was heated at 135° for 4 hours. The mixture was cooled and the precipitated solid was collected, washed with ethanol and ether and dried. This crude product was purified by suspension in 550 m... The solvent is C(Cl)Cl (CH2Cl2). Procedure: 4-[1-(Diphenylmethyl)azetidin-3-yl]thiomorpholine (1.0 g, 3.1 mmol) was dissolved in CH2Cl2 under nitrogen and stirred at 0° C. during the addition of 1-chloroethyl chloroformate (1.3 g, 9.2 mmol). The mixture was stirred for 90 min and then methanol (1 mL) was added. The solution was refluxed for 20 min and the solvent was removed by evaporation. To the residue was added acetone (10 mL) followed by isopropanol (10 mL) and the mixture was then refluxed for 30 min and then placed at room temperat... The product is Cl.Cl.N1CC(C1)N1CCSCC1 (4-azetidin-3-ylthiomorpholine dihydrochloride). RXN SMILES: C1(C(C2C=CC=CC=2)[N:8]2[CH2:11][CH:10]([N:12]3[CH2:17][CH2:16][S:15][CH2:14][CH2:13]3)[CH2:9]2)C=CC=CC=1.[Cl:24]C(OC(Cl)C)=O.CO>C(Cl)Cl>[ClH:24].[ClH:24].[NH:8]1[CH2:11][CH:10]([N:12]2[CH2:17][CH2:16][S:15][CH2:14][CH2:13]2)[CH2:9]1 |f:4.5.6|. Starting materials: ClC(=O)OC(C)Cl (1-chloroethyl chloroformate), C1(=CC=CC=C1)C(N1CC(C1)N1CCSCC1)C1=CC=CC=C1 (4-[1-(Diphenylmethyl)azetidin-3-yl]thiomorpholine), CO (methanol). The yield is 34.9%. Run at time 90 minute. Reactants: COC(C(CC(C)C)C=1C=C(C=C(C1)O)C1=CC(=CC(=C1)C(F)(F)F)F)=O (2-(3′-Fluoro-5-hydroxy-5′-trifluoromethyl-biphenyl-3-yl)-4-methyl-pentanoic acid methyl ester), FC=1C=C(C=C(C1)F)B(O)O (3,5-difluorobenzene boronic acid). Product: COC(C(CC(C)C)C=1C=C(C=C(C1)OC1=CC(=CC(=C1)F)F)C1=CC(=CC(=C1)C(F)(F)F)F)=O (2-[5-(3,5-Difluoro-phenoxy)-3′-fluoro-5′-trifluoromethyl-biphenyl-3-yl]-4-methyl-pentanoic acid methyl ester). The yield is 83.0%. Reaction SMILES: [CH3:1][O:2][C:3](=[O:27])[CH:4]([C:9]1[CH:10]=[C:11]([C:16]2[CH:21]=[C:20]([C:22]([F:25])([F:24])[F:23])[CH:19]=[C:18]([F:26])[CH:17]=2)[CH:12]=[C:13]([OH:15])[CH:14]=1)[CH2:5][CH:6]([CH3:8])[CH3:7].[F:28][C:29]1[CH:30]=[C:31](B(O)O)[CH:32]=[C:33]([F:35])[CH:34]=1>>[CH3:1][O:2][C:3](=[O:27])[CH:4]([C:9]1[CH:10]=[C:11]([C:16]2[CH:21]=[C:20]([C:22]([F:24])([F:23])[F:25])[CH:19]=[C:18]([F:26])[CH:17]=2)[CH:12]=[C:13]([O:15][C:31]2[CH:30]=[C:29]([F:28])[CH:34]=[C:33]([F:35])[CH:32]=2)[CH:14]=1)[CH2:5][CH:6]([CH3:8])[CH3:7]. Procedure details: The title compound was prepared in 83% yield from 2-(3′-fluoro-5-hydroxy-5′-trifluoromethyl-biphenyl-3-yl)-4-methyl-pentanoic acid methyl ester (prepared in Example B) and 3,5-difluorobenzene boronic acid under the conditions described in Example 15, step (g).